From a dataset of the Open Reaction Database (ORD), a public repository of structured organic reaction records. describe an organic reaction: reactants, conditions, products, and yield The reactants are [Cl-].[NH4+] (ammonium chloride), C1=C(C=CC=2SC3=C(CCC21)C=CC=C3)CC(=O)O (10,11-dihydrodibenzo[b.f]thiepin-2-acetic acid), [OH-].[Na+] (sodium hydroxide), C([O-])([O-])=O.[Ca+2] (calcium carbonate), resultant solution. Solvent: Cl (hydrochloric acid). Yields the product C1=C(C=CC=2SC3=C(CCC21)C=CC=C3)CC(=O)[O-].[Ca+2].C3=C(C=CC=2SC1=C(CCC23)C=CC=C1)CC(=O)[O-] (calcium 10,11-dihydrodibenzo[b.f]thiepin-2-acetate). As a reaction SMILES: [CH:1]1[C:11]2[CH2:10][CH2:9][C:8]3[CH:12]=[CH:13][CH:14]=[CH:15][C:7]=3[S:6][C:5]=2[CH:4]=[CH:3][C:2]=1[CH2:16][C:17]([OH:19])=[O:18].[OH-].[Na+].[Cl-].[NH4+].C(=O)([O-])[O-].[Ca+2:28]>Cl>[CH:1]1[C:11]2[CH2:10][CH2:9][C:8]3[CH:12]=[CH:13][CH:14]=[CH:15][C:7]=3[S:6][C:5]=2[CH:4]=[CH:3][C:2]=1[CH2:16][C:17]([O-:19])=[O:18].[Ca+2:28].[CH:1]1[C:11]2[CH2:10][CH2:9][C:8]3[CH:12]=[CH:13][CH:14]=[CH:15][C:7]=3[S:6][C:5]=2[CH:4]=[CH:3][C:2]=1[CH2:16][C:17]([O-:19])=[O:18] |f:1.2,3.4,5.6,8.9.10|. Procedure details: Three hundred milligrams of 10,11-dihydrodibenzo[b.f]thiepin-2-acetic acid are dissolved in an excess of 1N aqueous sodium hydroxide and the resultant solution is buffered with 0.3 g. of ammonium chloride. The buffered solution is added to a solution of 200mg. of calcium carbonate in 1N aqueous hydrochloric acid. The formed precipitate is collected by filtration, washed consecutively with water, dimethoxyethane and ether, to yield calcium 10,11-dihydrodibenzo[b.f]thiepin-2-acetate. Solvent: CCCCCCCCCCCC (n-dodecane). The yield is 40.5%. Conditions: temperature 150 celsius. Reported procedure: To a solution of 5-(4-methoxyphenyl)-[1,3,4]oxathiazol-2-one (0.47 g, 2.24 mmol) in n-dodecane (0.70 ml) was added ethyl cyanoformate (0.90 ml, 8.10 mmol). The resulting reaction mixture was refluxed for 20 h at 150° C. After the completion of the reaction (TLC monitoring), added ice-cold water and extracted with ethyl acetate (3×50 ml). The combined organic layer was dried over Na2SO4, filtered and concentrated under vacuum. The crude residue washed with ether to get the desired product (0.24 g... Yields the product C(C)OC(=O)C1=NC(=NS1)C1=CC=C(C=C1)OC (3-(4-Methoxyphenyl)-[1,2,4]thiadiazole-5-carboxylic acid ethyl ester). Starting materials: COC1=CC=C(C=C1)C1=NSC(O1)=O (5-(4-methoxyphenyl)-[1,3,4]oxathiazol-2-one), C(#N)C(=O)OCC (ethyl cyanoformate). RXN SMILES: [CH3:1][O:2][C:3]1[CH:8]=[CH:7][C:6]([C:9]2OC(=O)[S:11][N:10]=2)=[CH:5][CH:4]=1.[C:15]([C:17]([O:19][CH2:20][CH3:21])=[O:18])#[N:16]>CCCCCCCCCCCC>[CH2:20]([O:19][C:17]([C:15]1[S:11][N:10]=[C:9]([C:6]2[CH:7]=[CH:8][C:3]([O:2][CH3:1])=[CH:4][CH:5]=2)[N:16]=1)=[O:18])[CH3:21].